From a dataset of the Open Reaction Database (ORD), a public repository of structured organic reaction records. describe an organic reaction: reactants, conditions, products, and yield The reactants are C(Cl)C1CO1 (epichlorohydrin), C(C)(C)SC1=CC=C(C=C1)O (4-(isopropylthio)phenol), C1(CCCCC1)CCN (cyclohexylethylamine). Yields the product Cl.C1(CCCCC1)CCNCC(COC1=CC=C(C=C1)SC(C)C)O (1-[(2-cyclohexylethyl)amino]-3-[4-[(1-methylethyl)thio]phenoxy]-2-propanol hydrochloride). The yield is 18.0%. Reaction SMILES: [CH2:1]([CH:3]1[O:5][CH2:4]1)[Cl:2].[CH:6]([S:9][C:10]1[CH:15]=[CH:14][C:13]([OH:16])=[CH:12][CH:11]=1)([CH3:8])[CH3:7].[CH:17]1([CH2:23][CH2:24][NH2:25])[CH2:22][CH2:21][CH2:20][CH2:19][CH2:18]1>>[ClH:2].[CH:17]1([CH2:23][CH2:24][NH:25][CH2:1][CH:3]([OH:5])[CH2:4][O:16][C:13]2[CH:14]=[CH:15][C:10]([S:9][CH:6]([CH3:8])[CH3:7])=[CH:11][CH:12]=2)[CH2:22][CH2:21][CH2:20][CH2:19][CH2:18]1 |f:3.4|. Reported procedure: Reaction of the epichlorohydrin derivative of 4-(isopropylthio)phenol (5.0 g., 0.022 mole) with cyclohexylethylamine (3.3 g., 0.026 mole) according to the procedure of Example 2(b) and crystallization of the crude product from isopropyl alcohol affords an 18% yield of analytically pure 1-[(2-cyclohexylethyl)amino]-3-[4-[(1-methylethyl)thio]phenoxy]-2-propanol hydrochloride, m.p. 180°-182° (corr.). Reactants: polyphosphoric acid, [Br-].C(C1=CC=CC=C1)[N+]1=C(SC=C1C)C1OCCO1 (3-benzyl-2-(1,3-dioxolan-2-yl)-4-methylthiazolium bromide), Cl(=O)(=O)(=O)[O-].[Na+] (sodium perchlorate). Solvent: O (water). Run at time 3 hour. Product: Cl(=O)(=O)(=O)[O-].CC1=CSC=2[N+]1=CC=1C=CC=CC1C2 (3-methylthiazolo[3,2-b]isoquinolinium perchlorate). The yield is 63.3%. As a reaction SMILES: [Br-].[CH2:2]([N+:9]1[C:13]([CH3:14])=[CH:12][S:11][C:10]=1[CH:15]1OCCO1)[C:3]1[CH:8]=[CH:7][CH:6]=[CH:5][CH:4]=1.[Cl:20]([O-:24])(=[O:23])(=[O:22])=[O:21].[Na+]>O>[Cl:20]([O-:24])(=[O:23])(=[O:22])=[O:21].[CH3:14][C:13]1[N+:9]2=[CH:2][C:3]3[CH:4]=[CH:5][CH:6]=[CH:7][C:8]=3[CH:15]=[C:10]2[S:11][CH:12]=1 |f:0.1,2.3,5.6|. Procedure: To 25 g of polyphosphoric acid heated at 110° C. was added with stirring 3-benzyl-2-(1,3-dioxolan-2-yl)-4-methylthiazolium bromide (2.31 7 g, 7.9 mmol) and the mixture was stirred for 3 h. The mixture was cooled to room temperature, poured into 200 ml of water, and treated with 3 g of sodium perchlorate. The precipitated product was filtered, washed with water, ether and dried in vacuo to afford 1.5 g (64%) of 3-methylthiazolo[3,2-b]isoquinolinium perchlorate (Formula II: A=3-methylthiazolo;R1 =... The reactants are Brc1cnc(Br)nc1, CCOC(=O)CC#N, [H-], [Na+], C1CCOC1. Product: CCOC(=O)C(C#N)c1ncc(Br)cn1. RXN SMILES: [Br:11][c:12]1[cH:13][n:14][c:15]([Br:18])[n:16][cH:17]1.[C:3](#[N:4])[CH2:5][C:6](=[O:7])[O:8][CH2:9][CH3:10].[H-:1].[Na+:2].[O:19]1[CH2:20][CH2:21][CH2:22][CH2:23]1>>[C:3](#[N:4])[CH:5]([C:6](=[O:7])[O:8][CH2:9][CH3:10])[c:15]1[n:14][cH:13][c:12]([Br:11])[cH:17][n:16]1. Run in O (water). Procedure: Arginine (1.6 g, 4.6 mmol) was dissolved in 20 ml water and added to 1.25 g (4.6 mmol) phenytoin sodium with stirring. One drop of 10 N sodium hydroxide solution was added to complete the dissolution of the solid. After about 30 min. stirring, the pH of the solution stabilized at 11.4-11.6. Reagents/catalysts: [OH-].[Na+] (sodium hydroxide). Reactants: N[C@@H](CCCNC(N)=N)C(=O)O (Arginine), C=1C=CC(=CC1)C2(C(=O)N=C(N2)[O-])C=3C=CC=CC3.[Na+] (phenytoin sodium). As a reaction SMILES: [NH2:1][C@H:2]([C:10]([OH:12])=[O:11])[CH2:3][CH2:4][CH2:5][NH:6][C:7](=[NH:9])[NH2:8].[CH:13]1[CH:14]=[CH:15][C:16]([C:19]2([C:26]3[CH:27]=[CH:28][CH:29]=[CH:30][CH:31]=3)[NH:24][C:23]([O-:25])=[N:22][C:20]2=[O:21])=[CH:17][CH:18]=1.[Na+:32]>O.[OH-].[Na+]>[CH:29]1[CH:28]=[CH:27][C:26]([C:19]2([C:16]3[CH:15]=[CH:14][CH:13]=[CH:18][CH:17]=3)[NH:24][C:23]([O-:25])=[N:22][C:20]2=[O:21])=[CH:31][CH:30]=1.[Na+:32].[NH2:1][C@H:2]([C:10]([OH:12])=[O:11])[CH2:3][CH2:4][CH2:5][NH:6][C:7](=[NH:8])[NH2:9] |f:1.2,4.5,6.7.8|. Yields the product C=1C=CC(=CC1)C2(C(=O)N=C(N2)[O-])C=3C=CC=CC3.[Na+].N[C@@H](CCCNC(N)=N)C(=O)O (Phenytoin Sodium Arginine). Reactants: CCOC(=O)CC(C)=O, [Li]CCCC, CC(C)(C)n1nnc(C(C=CC=O)=C(c2ccc(F)cc2)c2ccc(F)cc2)n1, [H-], [Na+], C1CCOC1. Yields the product CCOC(=O)CC(=O)CC(O)C=CC(=C(c1ccc(F)cc1)c1ccc(F)cc1)c1nnn(C(C)(C)C)n1. Reaction SMILES: [C:1]([CH2:2][C:3](=[O:4])[CH3:5])(=[O:6])[O:7][CH2:8][CH3:9].[CH3:12][CH2:13][CH2:14][CH2:15][Li:16].[F:17][c:18]1[cH:19][cH:20][c:21]([C:24](=[C:25]([CH:26]=[CH:27][CH:28]=[O:29])[c:30]2[n:31][n:32][n:33]([C:35]([CH3:36])([CH3:37])[CH3:38])[n:34]2)[c:39]2[cH:40][cH:41][c:42]([F:45])[cH:43][cH:44]2)[cH:22][cH:23]1.[H-:11].[Na+:10].[O:46]1[CH2:47][CH2:48][CH2:49][CH2:50]1>>[C:1]([CH2:2][C:3](=[O:4])[CH2:5][CH:28]([CH:27]=[CH:26][C:25](=[C:24]([c:21]1[cH:20][cH:19][c:18]([F:17])[cH:23][cH:22]1)[c:39]1[cH:40][cH:41][c:42]([F:45])[cH:43][cH:44]1)[c:30]1[n:31][n:32][n:33]([C:35]([CH3:36])([CH3:37])[CH3:38])[n:34]1)[OH:29])(=[O:6])[O:7][CH2:8][CH3:9]. The reactants are C(C1=CC=CC=C1)C1=C(C=C(C(=O)O)C=C1)C(=O)NC1=CC(=CC(=C1)C(F)(F)F)C(F)(F)F (4-benzyl-N-[3,5-bis(trifluoromethyl)phenyl]isophthalamic acid), N1CCCCC1 (piperidine), raw materials. The product is C(C1=CC=CC=C1)OC1=C(C(=O)NC2=CC(=CC(=C2)C(F)(F)F)C(F)(F)F)C=C(C=C1)C(=O)N1CCCCC1 (2-Benzyloxy-N-[3,5-bis(trifluoromethyl)phenyl]-5-(piperidine-1-carbonyl)benzamide). Isolated yield 56.4%. RXN SMILES: C([C:8]1[CH:16]=[CH:15][C:11]([C:12](O)=[O:13])=[CH:10][C:9]=1[C:17]([NH:19][C:20]1[CH:25]=[C:24]([C:26]([F:29])([F:28])[F:27])[CH:23]=[C:22]([C:30]([F:33])([F:32])[F:31])[CH:21]=1)=[O:18])C1C=CC=CC=1.[NH:34]1[CH2:39][CH2:38][CH2:37][CH2:36][CH2:35]1>>[CH2:12]([O:13][C:8]1[CH:16]=[CH:15][C:11]([C:12]([N:34]2[CH2:39][CH2:38][CH2:37][CH2:36][CH2:35]2)=[O:13])=[CH:10][C:9]=1[C:17]([NH:19][C:20]1[CH:25]=[C:24]([C:26]([F:28])([F:27])[F:29])[CH:23]=[C:22]([C:30]([F:31])([F:32])[F:33])[CH:21]=1)=[O:18])[C:11]1[CH:15]=[CH:16][CH:8]=[CH:9][CH:10]=1. Procedure: Using 4-benzyl-N-[3,5-bis(trifluoromethyl)phenyl]isophthalamic acid and piperidine as the raw materials, the same operation as the example 84(3) gave the title compound. Reported procedure: A mixture of 0.521 gm (1.8 mMol) 2-(1-benzyl-1,2,3,6-tetrahydropyridin-4-yl)-1H-indole and 0.1 gm 5% palladium on carbon were stirred together in ethanol under hydrogen (1 atm) for 48 hours. The reaction mixture was filtered through a bed of celite and the filtrate concentrated under reduced pressure. The residue was subjected to silica gel chromatography, eluting with 20% methanol in dichloromethane containing a trace of ammonium hydroxide. Fractions containing product were combined and concent... Reaction SMILES: C([N:8]1[CH2:13][CH:12]=[C:11]([C:14]2[NH:15][C:16]3[C:21]([CH:22]=2)=[CH:20][CH:19]=[CH:18][CH:17]=3)[CH2:10][CH2:9]1)C1C=CC=CC=1>[Pd].C(O)C>[NH:8]1[CH2:13][CH2:12][CH:11]([C:14]2[NH:15][C:16]3[C:21]([CH:22]=2)=[CH:20][CH:19]=[CH:18][CH:17]=3)[CH2:10][CH2:9]1. Starting materials: C(C1=CC=CC=C1)N1CCC(=CC1)C=1NC2=CC=CC=C2C1 (2-(1-benzyl-1,2,3,6-tetrahydropyridin-4-yl)-1H-indole). The yield is 29.7%. The product is N1CCC(CC1)C=1NC2=CC=CC=C2C1 (2-(piperidin-4-yl)-1H-indole). Run in C(C)O (ethanol). The reagents and catalysts are [Pd] (palladium on carbon).